Dataset: the Open Reaction Database (ORD), a public repository of structured organic reaction records. Task: describe an organic reaction: reactants, conditions, products, and yield Starting materials: BrC=1C=C(C=CC1)S (3-Bromobenzenethiol), C([O-])([O-])=O.[K+].[K+] (potassium carbonate), C(C)(=O)OCCCCl (3-chloropropyl acetate). Run in CN(C=O)C (N,N-dimethylformamide). Conditions: temperature 60 celsius, time 5 hour. The product is BrC=1C=C(C=CC1)SCCCO (3-(3-Bromophenylsulfanyl)propane-1-ol). As a reaction SMILES: [Br:1][C:2]1[CH:3]=[C:4]([SH:8])[CH:5]=[CH:6][CH:7]=1.C(=O)([O-])[O-].[K+].[K+].C([O:18][CH2:19][CH2:20][CH2:21]Cl)(=O)C>CN(C)C=O>[Br:1][C:2]1[CH:3]=[C:4]([S:8][CH2:21][CH2:20][CH2:19][OH:18])[CH:5]=[CH:6][CH:7]=1 |f:1.2.3|. Reported procedure: 3-Bromobenzenethiol (0.40 g) and potassium carbonate (0.44 g) were suspended in N,N-dimethylformamide (4.2 mL), 3-chloropropyl acetate (0.34 mL) was added, and the resulting mixture was stirred at 60° C. for 5 hours. The reaction mixture was partitioned between diethyl ether (40 mL) and water (10 mL). The organic layer was washed successively with water (10 mL×2) and brine (10 mL), dried over anhydrous sodium sulfate and concentrated under reduced pressure. The residue was dissolved in methanol ... The reactants are ClC(=O)N1C2=C(NC(C3=C1C=CC=C3)=O)C=CC=N2 (11-(chlorocarbonyl)-5,11-dihydro-6H-pyrido[2,3-b][1,4]benzodiazepin-6-one), C(C)N(CCCCC1CCNCC1)CC (4-[4-(diethylamino)butyl]piperidine). Yields the product C(C)N(CCCCC1CCN(CC1)C(=O)N1C2=C(NC(C3=C1C=CC=C3)=O)C=CC=N2)CC (11-[[4-[4-(Diethylamino)butyl]-1-piperidinyl]carbonyl]-5,11-dihydro-6H-pyrido[2,3-b][1,4]benzodiazepin-6-one). The yield is 62.0%. Reaction SMILES: Cl[C:2]([N:4]1[C:10]2[CH:11]=[CH:12][CH:13]=[CH:14][C:9]=2[C:8](=[O:15])[NH:7][C:6]2[CH:16]=[CH:17][CH:18]=[N:19][C:5]1=2)=[O:3].[CH2:20]([N:22]([CH2:33][CH3:34])[CH2:23][CH2:24][CH2:25][CH2:26][CH:27]1[CH2:32][CH2:31][NH:30][CH2:29][CH2:28]1)[CH3:21]>>[CH2:33]([N:22]([CH2:20][CH3:21])[CH2:23][CH2:24][CH2:25][CH2:26][CH:27]1[CH2:28][CH2:29][N:30]([C:2]([N:4]2[C:10]3[CH:11]=[CH:12][CH:13]=[CH:14][C:9]=3[C:8](=[O:15])[NH:7][C:6]3[CH:16]=[CH:17][CH:18]=[N:19][C:5]2=3)=[O:3])[CH2:31][CH2:32]1)[CH3:34]. Reported procedure: Prepared analogously to Example 4 from 11-(chlorocarbonyl)-5,11-dihydro-6H-pyrido[2,3-b][1,4]benzodiazepin-6-one and 4-[4-(diethylamino)butyl]piperidine in a yield of 62% of theory. Colourless crystals, m.p. 126°-127° C. Starting materials: CC(C)CCON=O, ClC(Cl)Cl, [I-], N#Cc1cc2c(cc1N)CCC2. Product: N#Cc1cc2c(cc1I)CCC2. As a reaction SMILES: [CH3:13][CH:14]([CH2:15][CH2:16][O:17][N:18]=[O:19])[CH3:20].[Cl:22][CH:23]([Cl:24])[Cl:25].[I-:21].[NH2:1][c:2]1[c:3]([C:11]#[N:12])[cH:4][c:5]2[c:9]([cH:10]1)[CH2:8][CH2:7][CH2:6]2>>[c:2]1([I:21])[c:3]([C:11]#[N:12])[cH:4][c:5]2[c:9]([cH:10]1)[CH2:8][CH2:7][CH2:6]2. Starting materials: CCOC(=O)OC(=O)c1ccccc1[N+](=O)[O-], CCOC(=O)N1c2ccccc2C=CC1OCC, ClCCl, O=C(O)c1ccccc1[N+](=O)[O-], NCc1cccc2ccccc12. Product: O=C(NCc1cccc2ccccc12)c1ccccc1[N+](=O)[O-]. RXN SMILES: [C:31](=[O:32])([O:33][C:34](=[O:35])[c:36]1[cH:37][cH:38][cH:39][cH:40][c:41]1[N+:42]([O-:43])=[O:44])[O:45][CH2:46][CH3:47].[CH2:1]([O:2][C:3]([N:4]1[c:5]2[c:6]([cH:7][cH:8][cH:9][cH:10]2)[CH:11]=[CH:12][CH:13]1[O:14][CH2:15][CH3:16])=[O:17])[CH3:18].[CH2:60]([Cl:61])[Cl:62].[OH:19][C:20](=[O:21])[c:22]1[cH:23][cH:24][cH:25][cH:26][c:27]1[N+:28]([O-:29])=[O:30].[c:48]1([CH2:58][NH2:59])[cH:49][cH:50][cH:51][c:52]2[cH:53][cH:54][cH:55][cH:56][c:57]12>>[C:20](=[O:21])([c:22]1[cH:23][cH:24][cH:25][cH:26][c:27]1[N+:28]([O-:29])=[O:30])[NH:59][CH2:58][c:48]1[cH:49][cH:50][cH:51][c:52]2[cH:53][cH:54][cH:55][cH:56][c:57]12. Yields the product CCC1CCC(NCc2cc3c(cc2OC)C2CC2C(=O)N3C)C(c2ccccc2)N1. RXN SMILES: [CH2:16]([CH:17]1[NH:18][CH:19]([c:20]2[cH:21][cH:22][cH:23][cH:24][cH:25]2)[CH:26]([NH2:27])[CH2:28][CH2:29]1)[CH3:30].[CH2:1]([CH3:2])[CH:3]1[CH2:4][CH2:5][CH:6]([NH2:15])[CH:7]([c:9]2[cH:10][cH:11][cH:12][cH:13][cH:14]2)[NH:8]1.[CH2:31]([CH:32]1[NH:33][CH:34]([c:35]2[cH:36][cH:37][cH:38][cH:39][cH:40]2)[CH:41]([NH2:42])[CH2:43][CH2:44]1)[CH3:45].[CH3:46][O:47][c:48]1[c:49]([CH:61]=[O:62])[cH:50][c:51]2[c:56]([cH:57]1)[CH:55]1[CH:54]([C:53](=[O:59])[N:52]2[CH3:60])[CH2:58]1>>[CH2:1]([CH3:2])[CH:3]1[CH2:4][CH2:5][CH:6]([NH:15][CH2:61][c:49]2[c:48]([O:47][CH3:46])[cH:57][c:56]3[c:51]([cH:50]2)[N:52]([CH3:60])[C:53](=[O:59])[CH:54]2[CH:55]3[CH2:58]2)[CH:7]([c:9]2[cH:10][cH:11][cH:12][cH:13][cH:14]2)[NH:8]1. The reactants are CCC1CCC(N)C(c2ccccc2)N1, CCC1CCC(N)C(c2ccccc2)N1, CCC1CCC(N)C(c2ccccc2)N1, COc1cc2c(cc1C=O)N(C)C(=O)C1CC21. Starting materials: CN1CCNCC1, ClCCl, Cc1ncccc1-c1cc(Cl)ncc1C(=O)N(C)Cc1cc(C(F)(F)F)cc(C(F)(F)F)c1. Product: Cc1ncccc1-c1cc(N2CCN(C)CC2)ncc1C(=O)N(C)Cc1cc(C(F)(F)F)cc(C(F)(F)F)c1. Reaction SMILES: [CH3:34][N:35]1[CH2:36][CH2:37][NH:38][CH2:39][CH2:40]1.[Cl:41][CH2:42][Cl:43].[F:1][C:2]([c:3]1[cH:4][c:5]([CH2:6][N:7]([C:8](=[O:9])[c:10]2[cH:11][n:12][c:13]([Cl:23])[cH:14][c:15]2-[c:16]2[c:17]([CH3:22])[n:18][cH:19][cH:20][cH:21]2)[CH3:24])[cH:25][c:26]([C:28]([F:29])([F:30])[F:31])[cH:27]1)([F:32])[F:33]>>[F:1][C:2]([c:3]1[cH:4][c:5]([CH2:6][N:7]([C:8](=[O:9])[c:10]2[cH:11][n:12][c:13]([N:38]3[CH2:37][CH2:36][N:35]([CH3:34])[CH2:40][CH2:39]3)[cH:14][c:15]2-[c:16]2[c:17]([CH3:22])[n:18][cH:19][cH:20][cH:21]2)[CH3:24])[cH:25][c:26]([C:28]([F:29])([F:30])[F:31])[cH:27]1)([F:32])[F:33].